Dataset: the Open Reaction Database (ORD), a public repository of structured organic reaction records. Task: describe an organic reaction: reactants, conditions, products, and yield The product is OCCOC1=CC=C(C=C1)CC(C)NCC(C=1N=C(SC1)C)O (N-[2-(4-(2-Hydroxyethoxy)phenyl)-1-methylethyl]-2-hydroxy-2-(2-methyl-thiazol-4-yl)ethanamine). Procedure details: Prepared by analogy to Example 13 by reaction of 2-hydroxy-2-(2-methyl-thiazol-4-yl)ethanamine with 1-[4-(2-hydroxyethoxy)phenyl)propan-2-one followed by purification on a silica gel column using methylene chloride/methanol=9:1 as eluant. Starting materials: OC(CN)C=1N=C(SC1)C (2-hydroxy-2-(2-methyl-thiazol-4-yl)ethanamine), OCCOC1=CC=C(C=C1)CC(C)=O (1-[4-(2-hydroxyethoxy)phenyl)propan-2-one). RXN SMILES: [OH:1][CH:2]([C:5]1[N:6]=[C:7]([CH3:10])[S:8][CH:9]=1)[CH2:3][NH2:4].[OH:11][CH2:12][CH2:13][O:14][C:15]1[CH:20]=[CH:19][C:18]([CH2:21][C:22](=O)[CH3:23])=[CH:17][CH:16]=1>>[OH:11][CH2:12][CH2:13][O:14][C:15]1[CH:20]=[CH:19][C:18]([CH2:21][CH:22]([NH:4][CH2:3][CH:2]([OH:1])[C:5]2[N:6]=[C:7]([CH3:10])[S:8][CH:9]=2)[CH3:23])=[CH:17][CH:16]=1. Starting materials: CCOC(=O)COc1ccc(Sc2cc(C#Cc3ccccc3)cc(OCC(CC)CC)c2)cc1C, CCO, Cl, [Na+], [OH-]. Product: CCC(CC)COc1cc(C#Cc2ccccc2)cc(Sc2ccc(OCC(=O)O)c(C)c2)c1. Reaction SMILES: [CH2:1]([CH3:2])[O:3][C:4]([CH2:5][O:6][c:7]1[c:8]([CH3:35])[cH:9][c:10]([S:13][c:14]2[cH:15][c:16]([O:28][CH2:29][CH:30]([CH2:31][CH3:32])[CH2:33][CH3:34])[cH:17][c:18]([C:20]#[C:21][c:22]3[cH:23][cH:24][cH:25][cH:26][cH:27]3)[cH:19]2)[cH:11][cH:12]1)=[O:36].[CH3:40][CH2:41][OH:42].[ClH:39].[Na+:38].[OH-:37]>>[O:3]=[C:4]([CH2:5][O:6][c:7]1[c:8]([CH3:35])[cH:9][c:10]([S:13][c:14]2[cH:15][c:16]([O:28][CH2:29][CH:30]([CH2:31][CH3:32])[CH2:33][CH3:34])[cH:17][c:18]([C:20]#[C:21][c:22]3[cH:23][cH:24][cH:25][cH:26][cH:27]3)[cH:19]2)[cH:11][cH:12]1)[OH:36]. The reactants are Cc1ccnc(Br)c1, [Li]CCCC, CCOc1cc([N+](=O)[O-])ccc1C=O, CCOCC, CCCCCC, C1CCOC1, O. The product is CCOc1cc([N+](=O)[O-])ccc1C(O)c1cc(C)ccn1. As a reaction SMILES: [Br:1][c:2]1[n:3][cH:4][cH:5][c:6]([CH3:8])[cH:7]1.[CH2:15]([Li:16])[CH2:17][CH2:18][CH3:19].[CH2:20]([CH3:21])[O:22][c:23]1[c:24]([CH:25]=[O:26])[cH:27][cH:28][c:29]([N+:31](=[O:32])[O-:33])[cH:30]1.[CH2:35]([O:36][CH2:37][CH3:38])[CH3:39].[CH3:9][CH2:10][CH2:11][CH2:12][CH2:13][CH3:14].[O:40]1[CH2:41][CH2:42][CH2:43][CH2:44]1.[OH2:34]>>[c:2]1([CH:25]([c:24]2[c:23]([O:22][CH2:20][CH3:21])[cH:30][c:29]([N+:31](=[O:32])[O-:33])[cH:28][cH:27]2)[OH:26])[n:3][cH:4][cH:5][c:6]([CH3:8])[cH:7]1. The reactants are [H-].[Na+] (sodium hydride), CI (methyl iodide), Cl (hydrochloric acid), C(C)(C)(C)OC(=O)NC[C@@H](C(=O)O)CC1=C(C=CC(=C1)Cl)OC ((2S)-3-[(tert-butoxycarbonyl)amino]-2-(5-chloro-2-methoxybenzyl)propanoic acid). The solvent is O1CCCC1 (tetrahydrofuran), O1CCCC1 (tetrahydrofuran), C(C)(=O)OCC (ethyl acetate), O (water). Reaction conditions: time 72 hour. Product: C(C)(C)(C)OC(=O)N(C[C@@H](C(=O)O)CC1=C(C=CC(=C1)Cl)OC)C ((2S)-3-[tert-butoxycarbonyl(methyl)amino]-2-(5-chloro-2-methoxybenzyl)propanoic acid). Reaction SMILES: [H-].[Na+].[CH3:3]I.[C:5]([O:9][C:10]([NH:12][CH2:13][C@H:14]([CH2:18][C:19]1[CH:24]=[C:23]([Cl:25])[CH:22]=[CH:21][C:20]=1[O:26][CH3:27])[C:15]([OH:17])=[O:16])=[O:11])([CH3:8])([CH3:7])[CH3:6].Cl>C(OCC)(=O)C.O.O1CCCC1>[C:5]([O:9][C:10]([N:12]([CH3:3])[CH2:13][C@H:14]([CH2:18][C:19]1[CH:24]=[C:23]([Cl:25])[CH:22]=[CH:21][C:20]=1[O:26][CH3:27])[C:15]([OH:17])=[O:16])=[O:11])([CH3:8])([CH3:7])[CH3:6] |f:0.1|. Procedure: To a 60% mineral oil dispersion of sodium hydride (1.9 g) in a tetrahydrofuran (50 ml) solution, methyl iodide (2.7 ml) was added under ice cooling, then the (2S)-3-[(tert-butoxycarbonyl)amino]-2-(5-chloro-2-methoxybenzyl)propanoic acid (5 g), described in WO 06-059801A, in a tetrahydrofuran (20 ml) solution was slowly added, then the mixture was stirred at room temperature for 72 hours. To the reaction solution, water (50 ml) and ethyl acetate (20 ml) were added and the layers were separated. T...